Dataset: the Open Reaction Database (ORD), a public repository of structured organic reaction records. Task: describe an organic reaction: reactants, conditions, products, and yield Yields the product COC(=O)c1ccc(N2CCN(C(C)C)CC2)cc1. Starting materials: O=C([O-])[O-], COC(=O)c1ccc(Br)cc1, COCCOC, O=C(C=Cc1ccccc1)C=Cc1ccccc1, CN(C)c1ccccc1-c1ccccc1P(C1CCCCC1)C1CCCCC1, CC(C)N1CCNCC1, O=C(C=Cc1ccccc1)C=Cc1ccccc1, O=C(C=Cc1ccccc1)C=Cc1ccccc1, [K+], [K+], N#N, [Pd], [Pd]. Reaction SMILES: [C:29](=[O:30])([O-:31])[O-:32].[CH3:37][O:38][C:39]([c:40]1[cH:41][cH:42][c:43]([Br:46])[cH:44][cH:45]1)=[O:47].[CH3:57][O:58][CH2:59][CH2:60][O:61][CH3:62].[CH:101](=[CH:102][C:103]([CH:104]=[CH:105][c:106]1[cH:107][cH:108][cH:109][cH:110][cH:111]1)=[O:112])[c:113]1[cH:114][cH:115][cH:116][cH:117][cH:118]1.[CH:1]1([P:2]([CH:3]2[CH2:4][CH2:5][CH2:6][CH2:7][CH2:8]2)[c:9]2[cH:10][cH:11][cH:12][cH:13][c:14]2-[c:15]2[cH:16][cH:17][cH:18][cH:19][c:20]2[N:21]([CH3:22])[CH3:23])[CH2:24][CH2:25][CH2:26][CH2:27][CH2:28]1.[CH:48]([CH3:49])([CH3:50])[N:51]1[CH2:52][CH2:53][NH:54][CH2:55][CH2:56]1.[CH:65](=[CH:66][C:67]([CH:68]=[CH:69][c:70]1[cH:71][cH:72][cH:73][cH:74][cH:75]1)=[O:76])[c:77]1[cH:78][cH:79][cH:80][cH:81][cH:82]1.[CH:83](=[CH:84][C:85]([CH:86]=[CH:87][c:88]1[cH:89][cH:90][cH:91][cH:92][cH:93]1)=[O:94])[c:95]1[cH:96][cH:97][cH:98][cH:99][cH:100]1.[K+:33].[K+:34].[N:35]#[N:36].[Pd:63].[Pd:64]>>[CH3:37][O:38][C:39]([c:40]1[cH:41][cH:42][c:43]([N:54]2[CH2:53][CH2:52][N:51]([CH:48]([CH3:49])[CH3:50])[CH2:56][CH2:55]2)[cH:44][cH:45]1)=[O:47]. The reactants are C(C1=CN=CC=C1)(=O)Cl (nicotinoyl chloride), ClC1=CC=C(C=C1)C=1N=C(SC1)N (4-parachlorophenyl 2-amino thiazole). The product is ClC1=CC=C(C=C1)C=1N=C(SC1)NC(C1=CN=CC=C1)=O (N(4-parachloro phenyl 2-thiazolyl) nicotinamide). Reaction SMILES: [C:1](Cl)(=[O:8])[C:2]1[CH:7]=[CH:6][CH:5]=[N:4][CH:3]=1.[Cl:10][C:11]1[CH:16]=[CH:15][C:14]([C:17]2[N:18]=[C:19]([NH2:22])[S:20][CH:21]=2)=[CH:13][CH:12]=1>>[Cl:10][C:11]1[CH:12]=[CH:13][C:14]([C:17]2[N:18]=[C:19]([NH:22][C:1](=[O:8])[C:2]3[CH:7]=[CH:6][CH:5]=[N:4][CH:3]=3)[S:20][CH:21]=2)=[CH:15][CH:16]=1. Procedure: In a manner similar to that described in Example 5 but using nicotinoyl chloride and 4-parachlorophenyl 2-amino thiazole, there is obtained a product of the formula: ##STR11## The reactants are CC1(NC(CC(C1)O)(C)C)C (2,2,6,6-Tetramethyl-4-piperidinol), C1C(O1)CO (glycidol). Solvent: C(C)(C)O (isopropanol). Yields the product OC(CN1C(CC(CC1(C)C)O)(C)C)CO (N-(2',3'-dihydroxypropyl)-2,2,6,6-tetramethyl-4-piperidinol). As a reaction SMILES: [CH3:1][C:2]1([CH3:11])[CH2:7][CH:6]([OH:8])[CH2:5][C:4]([CH3:10])([CH3:9])[NH:3]1.[CH2:12]1[O:14][CH:13]1[CH2:15][OH:16]>C(O)(C)C>[OH:14][CH:13]([CH2:15][OH:16])[CH2:12][N:3]1[C:4]([CH3:10])([CH3:9])[CH2:5][CH:6]([OH:8])[CH2:7][C:2]1([CH3:11])[CH3:1]. Reported procedure: 2,2,6,6-Tetramethyl-4-piperidinol 15.7 g and glycidol 7.8 g were dissolved in 50 ml of isopropanol and refluxed for five hours. Isopropanol was distilled off and the residue was recrystallized from n-hexane. A white powder, 21.3 g m.p. 97° to 99° C., was obtained. Reaction SMILES: [CH3:51][OH:52].[CH:42]([N:43]([CH2:44][CH3:45])[CH:46]([CH3:47])[CH3:48])([CH3:49])[CH3:50].[F:28][c:29]1[c:30]([C:37]([C:38]#[C:39][CH3:40])=[O:41])[cH:31][cH:32][c:33]([F:36])[c:34]1[F:35].[NH2:1][CH:2]([C:3](=[O:4])[OH:5])[CH2:6][c:7]1[cH:8][cH:9][c:10]([O:13][CH2:14][CH2:15][c:16]2[n:17][c:18](-[c:22]3[cH:23][cH:24][cH:25][cH:26][cH:27]3)[o:19][c:20]2[CH3:21])[cH:11][cH:12]1>>[NH:1]([CH:2]([C:3](=[O:4])[OH:5])[CH2:6][c:7]1[cH:8][cH:9][c:10]([O:13][CH2:14][CH2:15][c:16]2[n:17][c:18](-[c:22]3[cH:23][cH:24][cH:25][cH:26][cH:27]3)[o:19][c:20]2[CH3:21])[cH:11][cH:12]1)[C:39](=[CH:38][C:37]([c:30]1[c:29]([F:28])[c:34]([F:35])[c:33]([F:36])[cH:32][cH:31]1)=[O:41])[CH3:40]. The product is CC(=CC(=O)c1ccc(F)c(F)c1F)NC(Cc1ccc(OCCc2nc(-c3ccccc3)oc2C)cc1)C(=O)O. Starting materials: CO, CCN(C(C)C)C(C)C, CC#CC(=O)c1ccc(F)c(F)c1F, Cc1oc(-c2ccccc2)nc1CCOc1ccc(CC(N)C(=O)O)cc1.